describe an organic reaction: reactants, conditions, products, and yield From a dataset of the Open Reaction Database (ORD), a public repository of structured organic reaction records. The reactants are O=S(Cl)Cl (SOCl2), OC1=CC=CC2=C1C[C@H]1N(CC[C@@]2(C1(C)C)C)C(=O)C1CCC(CC1)C(=O)O (4-[(2R,6S)-10-hydroxy-6,11,11-trimethyl-1,2,5,6-tetrahydro-4H-2,6-methano-benzo[d]azocine-3-carbonyl]-cyclohexanecarboxylic acid), C(C)O (ethanol). Conditions: temperature -20 celsius, time 8 hour. Product: C(C)OC(=O)C1CCC(CC1)C(=O)N1[C@@H]2CC3=C([C@](CC1)(C2(C)C)C)C=CC=C3O (4-[(2R,6S)-10-Hydroxy-6,11,11-trimethyl-1,2,5,6-tetrahydro-4H-2,6-methano-benzo[d]azocine-3-carbonyl)-cyclohexanecarboxylic acid ethyl ester). Reaction SMILES: O=S(Cl)Cl.[OH:5][C:6]1[C:11]2[CH2:12][C@@H:13]3[C:18]([CH3:20])([CH3:19])[C@:17]([CH3:21])([C:10]=2[CH:9]=[CH:8][CH:7]=1)[CH2:16][CH2:15][N:14]3[C:22]([CH:24]1[CH2:29][CH2:28][CH:27]([C:30]([OH:32])=[O:31])[CH2:26][CH2:25]1)=[O:23].[CH2:33](O)[CH3:34]>>[CH2:33]([O:31][C:30]([CH:27]1[CH2:28][CH2:29][CH:24]([C:22]([N:14]2[CH2:15][CH2:16][C@:17]3([CH3:21])[C:18]([CH3:20])([CH3:19])[C@H:13]2[CH2:12][C:11]2[C:6]([OH:5])=[CH:7][CH:8]=[CH:9][C:10]=23)=[O:23])[CH2:25][CH2:26]1)=[O:32])[CH3:34]. Procedure details: SOCl2 (5 mL) is added dropwise to a suspension of 4-[(2R,6S)-10-hydroxy-6,11,11-trimethyl-1,2,5,6-tetrahydro-4H-2,6-methano-benzo[d]azocine-3-carbonyl]-cyclohexanecarboxylic acid (100 mg) in ethanol (5 mL) cooled to −20° C. Then, the cooling bath is removed and the resulting mixture is stirred at ambient temperature overnight. The solution is concentrated under reduced pressure and the residue is triturated with acetone and dried. Product: C(C)(C)(C)OC(=O)N1CCN(CC1)CCN(CC1=CC(=CC=C1)F)CC=1N(C=CN1)CC1=CC(=CC(=C1)Cl)Cl (4-{2-[[1-(3,5-dichloro-benzyl)-1H-imidazol-2-ylmethyl]-(3-fluoro-benzyl)-amino]-ethyl}-piperazine-1-carboxylic acid tert-butyl ester). The solvent is C1CCOC1 (THF), C1CCOC1 (THF). Reported procedure: To a solution of [1-(3,5-dichloro-benzyl)-1H-imidazol-2-ylmethyl]-(3-fluoro-benzyl)-amine (146 mg, 0.4 mmol) in THF (1 mL) at −78° C. was added dropwise a solution of n-BuLi in hexane (0.19 mL, 0.44 mmol) and the mixture stirred at −78° C. for 30 min. A solution of 4-(2-Chloro-ethyl)-piperazine-1-carboxylic acid tert-butyl ester (116 mg, 0.46 mmol) in THF (1 mL) was then added dropwise and the mixture allowed to warm to ambient temperature before stirring for an additional 24 h. The reaction was... Conditions: temperature -78 celsius, time 30 minute. Starting materials: C(C)(C)(C)OC(=O)N1CCN(CC1)CCCl (4-(2-Chloro-ethyl)-piperazine-1-carboxylic acid tert-butyl ester), ClC=1C=C(CN2C(=NC=C2)CNCC2=CC(=CC=C2)F)C=C(C1)Cl ([1-(3,5-dichloro-benzyl)-1H-imidazol-2-ylmethyl]-(3-fluoro-benzyl)-amine), [Li]CCCC (n-BuLi), CCCCCC (hexane). The yield is 44.2%. As a reaction SMILES: [Cl:1][C:2]1[CH:3]=[C:4]([CH:21]=[C:22]([Cl:24])[CH:23]=1)[CH2:5][N:6]1[CH:10]=[CH:9][N:8]=[C:7]1[CH2:11][NH:12][CH2:13][C:14]1[CH:19]=[CH:18][CH:17]=[C:16]([F:20])[CH:15]=1.[Li]CCCC.CCCCCC.[C:36]([O:40][C:41]([N:43]1[CH2:48][CH2:47][N:46]([CH2:49][CH2:50]Cl)[CH2:45][CH2:44]1)=[O:42])([CH3:39])([CH3:38])[CH3:37]>C1COCC1>[C:36]([O:40][C:41]([N:43]1[CH2:48][CH2:47][N:46]([CH2:49][CH2:50][N:12]([CH2:11][C:7]2[N:6]([CH2:5][C:4]3[CH:21]=[C:22]([Cl:24])[CH:23]=[C:2]([Cl:1])[CH:3]=3)[CH:10]=[CH:9][N:8]=2)[CH2:13][C:14]2[CH:19]=[CH:18][CH:17]=[C:16]([F:20])[CH:15]=2)[CH2:45][CH2:44]1)=[O:42])([CH3:39])([CH3:38])[CH3:37]. Reactants: NC=1C=C(C(=O)N(C)OC)C=C(C1)S(F)(F)(F)(F)F (3-Amino-N-methoxy-N-methyl-5-pentafluorosulfanylbenzamide), C(C)(=O)OC(C)=O (acetic anhydride), FC(C(=O)OC(C(F)(F)F)=O)(F)F (trifluoroacetic anhydride). The product is C(C)(=O)NC=1C=C(C(=O)N(C)OC)C=C(C1)S(F)(F)(F)(F)F (3-Acetylamino-N-methoxy-N-methyl-5-(pentafluorosulfanyl)benzamide). As a reaction SMILES: [NH2:1][C:2]1[CH:3]=[C:4]([CH:11]=[C:12]([S:14]([F:19])([F:18])([F:17])([F:16])[F:15])[CH:13]=1)[C:5]([N:7]([O:9][CH3:10])[CH3:8])=[O:6].[C:20](OC(=O)C)(=[O:22])[CH3:21].FC(F)(F)C(OC(=O)C(F)(F)F)=O>>[C:20]([NH:1][C:2]1[CH:3]=[C:4]([CH:11]=[C:12]([S:14]([F:19])([F:15])([F:16])([F:17])[F:18])[CH:13]=1)[C:5]([N:7]([O:9][CH3:10])[CH3:8])=[O:6])(=[O:22])[CH3:21]. Procedure: 3-Amino-N-methoxy-N-methyl-5-pentafluorosulfanylbenzamide (1.2 g, example 4b) was reacted analogously to example 4c) with acetic anhydride instead of with trifluoroacetic anhydride. 1.3 g of the desired compound were isolated. Reactants: [N+](=O)([O-])C=1C=NN(C1)CCN1CCC2=CC=CC=C12 (1-(2-(4-nitro-1H-pyrazol-1-yl)ethyl)indoline). The reagents and catalysts are O=[Pt]=O (PtO2). The solvent is CCO (EtOH), CCOC(=O)C (EtOAc), CCO (EtOH). Reaction conditions: time 18 hour. The product is N1(CCC2=CC=CC=C12)CCN1N=CC(=C1)N (1-(2-(Indolin-1-yl)ethyl)-1H-pyrazol-4-amine). RXN SMILES: [N+:1]([C:4]1[CH:5]=[N:6][N:7]([CH2:9][CH2:10][N:11]2[C:19]3[C:14](=[CH:15][CH:16]=[CH:17][CH:18]=3)[CH2:13][CH2:12]2)[CH:8]=1)([O-])=O>CCOC(C)=O.CCO.O=[Pt]=O>[N:11]1([CH2:10][CH2:9][N:7]2[CH:8]=[C:4]([NH2:1])[CH:5]=[N:6]2)[C:19]2[C:14](=[CH:15][CH:16]=[CH:17][CH:18]=2)[CH2:13][CH2:12]1. Procedure details: To a solution of 1-(2-(4-nitro-1H-pyrazol-1-yl)ethyl)indoline (183 mg, 0.71 mmol) in EtOAc (0.7 mL, degassed) and EtOH (2 mL, degassed), PtO2 (14 mg, 0.07 mmol) was added and the reaction mixture was stirred at rt under a H2-atmosphere for 18 h. The mixture was diluted with EtOH, filtered over celite and the filter cake was rinsed with EtOH. The filtrate was concentrated to obtain the title compound as an oil, which was used in the next step without further purification. LC-MS conditions A: tR=0... Starting materials: ClC1=C(C=C(C=C1Cl)[N+](=O)[O-])CN1C(N(C(=CC1=O)C(F)(F)F)C)=O (3-(2,3-dichloro-5-nitrophenylmethyl)- 1 -methyl-6-trifluoromethyluracil), Cl (hydrochloric acid). The reagents and catalysts are [Fe] (iron). Run in O (water), C(C)O (ethanol). Run at temperature 65 celsius. Yields the product NC=1C=C(C(=C(C1)CN1C(N(C(=CC1=O)C(F)(F)F)C)=O)Cl)Cl (3-(5-amino-2,3-dichlorophenylmethyl)-1-methyl-6-trifluoromethyluracil). Isolated yield 23.2%. RXN SMILES: [Cl:1][C:2]1[C:7]([Cl:8])=[CH:6][C:5]([N+:9]([O-])=O)=[CH:4][C:3]=1[CH2:12][N:13]1[C:18](=[O:19])[CH:17]=[C:16]([C:20]([F:23])([F:22])[F:21])[N:15]([CH3:24])[C:14]1=[O:25].Cl>C(O)C.O.[Fe]>[NH2:9][C:5]1[CH:6]=[C:7]([Cl:8])[C:2]([Cl:1])=[C:3]([CH2:12][N:13]2[C:18](=[O:19])[CH:17]=[C:16]([C:20]([F:23])([F:22])[F:21])[N:15]([CH3:24])[C:14]2=[O:25])[CH:4]=1. Procedure details: In flask were placed 7.47 grams (0.019 mole) of 3-(2,3-dichloro-5-nitrophenylmethyl)- 1 -methyl-6-trifluoromethyluracil and 5.68 grams (0.94 mole) of powdered iron in 115 mL of ethanol and 9 mL of water. Dropwise, 9.0 mL of concentrated hydrochloric acid was added to the reaction mixture. Upon completion of addition, the reaction mixture was heated to 65° C. and maintained at this temperature for three hours. After being cooled to ambient conditions, the reaction mixture was filtered through Cel...